This data is from the Open Reaction Database (ORD), a public repository of structured organic reaction records. The task is: describe an organic reaction: reactants, conditions, products, and yield Starting materials: O=C([O-])[O-], Cc1c(COc2cccc(OCC3CCOCC3)c2)nc2ccc(Br)cc2c1OCc1ccccc1, [Cs+], [Cs+], O=C1CCCCN1, C1COCCO1, O=C(C=Cc1ccccc1)C=Cc1ccccc1, O=C(C=Cc1ccccc1)C=Cc1ccccc1, O=C(C=Cc1ccccc1)C=Cc1ccccc1, [Pd], [Pd]. The product is Cc1c(COc2cccc(OCC3CCOCC3)c2)nc2ccc(N3CCCCC3=O)cc2c1OCc1ccccc1. Reaction SMILES: [C:44](=[O:45])([O-:46])[O-:47].[CH2:1]([c:2]1[cH:3][cH:4][cH:5][cH:6][cH:7]1)[O:8][c:9]1[c:10]([CH3:36])[c:11]([CH2:20][O:21][c:22]2[cH:23][c:24]([O:28][CH2:29][CH:30]3[CH2:31][CH2:32][O:33][CH2:34][CH2:35]3)[cH:25][cH:26][cH:27]2)[n:12][c:13]2[cH:14][cH:15][c:16]([Br:19])[cH:17][c:18]12.[Cs+:48].[Cs+:49].[NH:37]1[C:38](=[O:43])[CH2:39][CH2:40][CH2:41][CH2:42]1.[O:50]1[CH2:51][CH2:52][O:53][CH2:54][CH2:55]1.[O:58]=[C:59]([CH:60]=[CH:61][c:62]1[cH:63][cH:64][cH:65][cH:66][cH:67]1)[CH:68]=[CH:69][c:70]1[cH:71][cH:72][cH:73][cH:74][cH:75]1.[O:76]=[C:77]([CH:78]=[CH:79][c:80]1[cH:81][cH:82][cH:83][cH:84][cH:85]1)[CH:86]=[CH:87][c:88]1[cH:89][cH:90][cH:91][cH:92][cH:93]1.[O:94]=[C:95]([CH:96]=[CH:97][c:98]1[cH:99][cH:100][cH:101][cH:102][cH:103]1)[CH:104]=[CH:105][c:106]1[cH:107][cH:108][cH:109][cH:110][cH:111]1.[Pd:56].[Pd:57]>>[CH2:1]([c:2]1[cH:3][cH:4][cH:5][cH:6][cH:7]1)[O:8][c:9]1[c:10]([CH3:36])[c:11]([CH2:20][O:21][c:22]2[cH:23][c:24]([O:28][CH2:29][CH:30]3[CH2:31][CH2:32][O:33][CH2:34][CH2:35]3)[cH:25][cH:26][cH:27]2)[n:12][c:13]2[cH:14][cH:15][c:16]([N:37]3[C:38](=[O:43])[CH2:39][CH2:40][CH2:41][CH2:42]3)[cH:17][c:18]12.